This data is from the Open Reaction Database (ORD), a public repository of structured organic reaction records. The task is: describe an organic reaction: reactants, conditions, products, and yield Starting materials: C(=O)=O (dry ice), CC1=C(C(=O)C2=C(C1=O)N3C[C@H]4[C@@H]([C@@]3([C@@H]2COC(=O)N)OC)N4)OC (mitomycin A), solution, [OH-].[K+] (KOH). Solvent: CN(CCO)C (N,N-dimethyl ethanolamine), CN(CCO)C (N,N-dimethyl ethanolamine). Product: C(N)(O)=O.OCC1C2(N(C=3C(C(=C(C(C13)=O)OCCN(C)C)C)=O)CC1C2N1)OC (1,1a,2,8,8a,8b-Hexahydro-8-(hydroxymethyl)-8a-methoxy-5-methyl-6-[2-(N,N-dimethylamino)ethoxy]-azirino[2',3':3,4]pyrrolo[1,2-a]indole-4,7-dione carbamate). Isolated yield 137.4%. As a reaction SMILES: [CH3:1][C:2]1[C:8](=[O:9])[C:7]2[N:10]3[C@@:14]([O:21][CH3:22])([C@H:15]([CH2:16][O:17][C:18]([NH2:20])=[O:19])[C:6]=2[C:4](=[O:5])[C:3]=1[O:24][CH3:25])[C@H:13]1[NH:23][C@H:12]1[CH2:11]3.[OH-].[K+].C(=O)=O>CN(C)CCO>[C:18](=[O:17])([OH:19])[NH2:20].[OH:17][CH2:16][CH:15]1[C:6]2[C:4](=[O:5])[C:3]([O:24][CH2:25][CH2:7][N:10]([CH3:14])[CH3:11])=[C:2]([CH3:1])[C:8](=[O:9])[C:7]=2[N:10]2[CH2:11][CH:12]3[NH:23][CH:13]3[C:14]12[O:21][CH3:22] |f:1.2,5.6|. Reported procedure: A solution of mitomycin A (200 mg) in 4 ml of N,N-dimethyl ethanolamine was stirred at room temperature and under nitrogen for 45 minutes with 480 mg of a 1.6% solution of KOH in N,N-dimethyl ethanolamine. The reaction mixture was decomposed with excess dry ice while immersing the flask into a water bath at room temperature. The crude reaction mixture was evaporated under reduced pressure. The residue was triturated with ether and the resulting solid was filtered off. This procedure produced 167... Starting materials: BrCC#C (3-bromoprop-1-yne), C1CCOC1 (THF), ClC1=C(C=C(C=C1)[N+](=O)[O-])S(=O)O (2-chloro-5-nitrobenzenesulfinic acid). Solvent: O (water). The product is ClC1=C(C=C(C=C1)[N+](=O)[O-])S(=O)(=O)CC#C (2-chloro-5-nitro-1-(prop-1-yn-3-ylsulfonyl)benzene). Isolated yield 73.2%. RXN SMILES: [Cl:1][C:2]1[CH:7]=[CH:6][C:5]([N+:8]([O-:10])=[O:9])=[CH:4][C:3]=1[S:11]([OH:13])=[O:12].Br[CH2:15][C:16]#[CH:17].C1COCC1>O>[Cl:1][C:2]1[CH:7]=[CH:6][C:5]([N+:8]([O-:10])=[O:9])=[CH:4][C:3]=1[S:11]([CH2:17][C:16]#[CH:15])(=[O:13])=[O:12]. Reported procedure: 110.7 g (0.5 mol) of 2-chloro-5-nitrobenzenesulfinic acid were dissolved in 500 ml of water at pH 6.5 and the solution was added to a solution of 65.5 g (0.55 mol) of 3-bromoprop-1-yne and 100 ml of THF. The reaction mixture was then heated to 40°-50° C. After the reaction had ended (check by TLC), the reaction product was extracted with 1.5 l of ethyl acetate, and the organic phase was neutralized and dried over sodium sulfate. The solvent was evaporated off to leave 95 g of 2-chloro-5-nitro-1-... Reactants: Fc1cccc(-c2nn3cc(C(F)(F)F)ccc3c2Br)c1, CS(=O)(=O)c1ccc(B(O)O)cc1, [K+], [K+], [K+], CN(C)C=O, O, O=P([O-])([O-])[O-], c1ccc(P(c2ccccc2)(c2ccccc2)[Pd](P(c2ccccc2)(c2ccccc2)c2ccccc2)(P(c2ccccc2)(c2ccccc2)c2ccccc2)P(c2ccccc2)(c2ccccc2)c2ccccc2)cc1. Product: CS(=O)(=O)c1ccc(-c2c(-c3cccc(F)c3)nn3cc(C(F)(F)F)ccc23)cc1. RXN SMILES: [Br:1][c:2]1[c:3](-[c:15]2[cH:16][c:17]([F:21])[cH:18][cH:19][cH:20]2)[n:4][n:5]2[c:6]1[cH:7][cH:8][c:9]([C:11]([F:12])([F:13])[F:14])[cH:10]2.[CH3:22][S:23](=[O:24])(=[O:25])[c:26]1[cH:27][cH:28][c:29]([B:32]([OH:33])[OH:34])[cH:30][cH:31]1.[K+:40].[K+:41].[K+:42].[O:44]=[CH:45][N:46]([CH3:47])[CH3:48].[OH2:43].[P:35]([O-:36])([O-:37])([O-:38])=[O:39].[cH:49]1[cH:50][cH:51][c:52]([P:53]([Pd:54]([P:55]([c:56]2[cH:57][cH:58][cH:59][cH:60][cH:61]2)([c:62]2[cH:63][cH:64][cH:65][cH:66][cH:67]2)[c:68]2[cH:69][cH:70][cH:71][cH:72][cH:73]2)([P:74]([c:75]2[cH:76][cH:77][cH:78][cH:79][cH:80]2)([c:81]2[cH:82][cH:83][cH:84][cH:85][cH:86]2)[c:87]2[cH:88][cH:89][cH:90][cH:91][cH:92]2)[P:93]([c:94]2[cH:95][cH:96][cH:97][cH:98][cH:99]2)([c:100]2[cH:101][cH:102][cH:103][cH:104][cH:105]2)[c:106]2[cH:107][cH:108][cH:109][cH:110][cH:111]2)([c:112]2[cH:113][cH:114][cH:115][cH:116][cH:117]2)[c:118]2[cH:119][cH:120][cH:121][cH:122][cH:123]2)[cH:124][cH:125]1>>[c:2]1(-[c:29]2[cH:28][cH:27][c:26]([S:23]([CH3:22])(=[O:24])=[O:25])[cH:31][cH:30]2)[c:3](-[c:15]2[cH:16][c:17]([F:21])[cH:18][cH:19][cH:20]2)[n:4][n:5]2[c:6]1[cH:7][cH:8][c:9]([C:11]([F:12])([F:13])[F:14])[cH:10]2. The reactants are COc1ccc(P2(=S)SP(=S)(c3ccc(OC)cc3)S2)cc1, Cn1ccc(=O)c2ccccc21, c1ccccc1. The product is Cn1ccc(=S)c2ccccc21. As a reaction SMILES: [CH3:13][O:14][c:15]1[cH:16][cH:17][c:18]([P:19]2(=[S:20])[S:21][P:23]([c:24]3[cH:25][cH:26][c:27]([O:28][CH3:29])[cH:30][cH:31]3)(=[S:32])[S:22]2)[cH:33][cH:34]1.[CH3:1][n:2]1[cH:3][cH:4][c:5](=[O:12])[c:6]2[cH:7][cH:8][cH:9][cH:10][c:11]12.[cH:35]1[cH:36][cH:37][cH:38][cH:39][cH:40]1>>[CH3:1][n:2]1[cH:3][cH:4][c:5](=[S:22])[c:6]2[cH:7][cH:8][cH:9][cH:10][c:11]12. Yields the product C(C)(=O)N1[C@@H](CCC1)COC1=C2C(=C(C(=NC2=CC=C1)C)C(=O)OCC)N ((S)-ethyl 5-((1-acetylpyrrolidin-2-yl)methoxy)-4-amino-2-methylquinoline-3-carboxylate). Reaction SMILES: [NH2:1][C:2]1[C:11]2[C:6](=[CH:7][CH:8]=[CH:9][C:10]=2[O:12][CH2:13][C@@H:14]2[CH2:18][CH2:17][CH2:16][NH:15]2)[N:5]=[C:4]([CH3:19])[C:3]=1[C:20]([O:22][CH2:23][CH3:24])=[O:21].[C:25](OC(=O)C)(=[O:27])[CH3:26]>>[C:25]([N:15]1[CH2:16][CH2:17][CH2:18][C@H:14]1[CH2:13][O:12][C:10]1[CH:9]=[CH:8][CH:7]=[C:6]2[C:11]=1[C:2]([NH2:1])=[C:3]([C:20]([O:22][CH2:23][CH3:24])=[O:21])[C:4]([CH3:19])=[N:5]2)(=[O:27])[CH3:26]. Reported procedure: Prepared as in Example 24a from (S)-ethyl 4-amino-2-methyl-5-(pyrrolidin-2-ylmethoxy)quinoline-3-carboxylate (Example 89b) and acetic anhydride as brown solid (31%). MS 372 (MH+). Reactants: NC1=C(C(=NC2=CC=CC(=C12)OC[C@H]1NCCC1)C)C(=O)OCC ((S)-ethyl 4-amino-2-methyl-5-(pyrrolidin-2-ylmethoxy)quinoline-3-carboxylate), C(C)(=O)OC(C)=O (acetic anhydride). Reactants: C(C1=CC=CC=C1)C(C(=O)OC)CN1N=CC=C1 (Methyl (2RS)-2-Benzyl-3-pyrazol-1-ylpropionate), O[Li].O (LiOH.H2O). The solvent is O1CCOCC1 (dioxane), O (water). Conditions: time 1 hour. Yields the product C(C1=CC=CC=C1)C(C(=O)O)CN1N=CC=C1 ((2RS)-2-Benzyl-3-pyrazol-1-ylpropionic Acid). Yield: 101.9%. As a reaction SMILES: [CH2:1]([CH:8]([CH2:13][N:14]1[CH:18]=[CH:17][CH:16]=[N:15]1)[C:9]([O:11]C)=[O:10])[C:2]1[CH:7]=[CH:6][CH:5]=[CH:4][CH:3]=1.O[Li].O>O1CCOCC1.O>[CH2:1]([CH:8]([CH2:13][N:14]1[CH:18]=[CH:17][CH:16]=[N:15]1)[C:9]([OH:11])=[O:10])[C:2]1[CH:3]=[CH:4][CH:5]=[CH:6][CH:7]=1 |f:1.2|. Procedure: The resultant compound from Example 46 (100.0 mg, 0.409 mmol) in dioxane (2 ml) at 0° C. was treated with LiOH.H2O (22.0 mg, 0.524 mmol) in water (1 ml). After 1 h at 0° C. and 30 min at room temperature the solvent was evaporated and the residue was taken up in water, the pH was adjusted to pH 3-4, and the mixture was extracted with CHCl3 which was dried over Na2SO4 and evaporated to afford 96 mg (100%) of a solid. 1H NMR (CDCl3) δ7.56 (d,1H), 7.10-7.35 (m,6H), 6.26 (dd,1H), 4.30 (m,2H), 3.34 (... Reactants: N1=CC=C(C=C1)C=1C(=NNC1CCCC(=O)OC)C1=CC=C(C=C1)F (methyl 4-(4-(4-pyridyl)-3-(4-fluorophenyl)pyrazolyl)butyrate), N (NH3), N (NH3). Solvent: CO (MeOH), CCOCC (ether). The product is N1=CC=C(C=C1)C=1C(=NNC1CCCC(=O)N)C1=CC=C(C=C1)F (4-(4-(4-pyridyl)-3-(4-fluorophenyl)pyrazolyl)butyramide). Reaction SMILES: [N:1]1[CH:6]=[CH:5][C:4]([C:7]2[C:8]([C:19]3[CH:24]=[CH:23][C:22]([F:25])=[CH:21][CH:20]=3)=[N:9][NH:10][C:11]=2[CH2:12][CH2:13][CH2:14][C:15]([O:17]C)=O)=[CH:3][CH:2]=1.[NH3:26]>CO.CCOCC>[N:1]1[CH:6]=[CH:5][C:4]([C:7]2[C:8]([C:19]3[CH:24]=[CH:23][C:22]([F:25])=[CH:21][CH:20]=3)=[N:9][NH:10][C:11]=2[CH2:12][CH2:13][CH2:14][C:15]([NH2:26])=[O:17])=[CH:3][CH:2]=1. Procedure: A solution of methyl 4-(4-(4-pyridyl)-3-(4-fluorophenyl)pyrazolyl)butyrate (39 g, 120 mmol) in 600 mL of MeOH was saturated with NH3. The solution was periodically treated with additional NH3 over a 24 h period. The solution was degassed with a stream of nitrogen and the solution was concentrated to leave a yellow solid. The solid was slurried in ether and filtered to leave the title compound: MS (M+H): 325 (base peak).